Task: describe an organic reaction: reactants, conditions, products, and yield. Dataset: the Open Reaction Database (ORD), a public repository of structured organic reaction records Reactants: C(C=C)[C@@]1(C(N([C@@H]([C@H](C1)C1=CC(=CC=C1)Cl)C1=CC=C(C=C1)Cl)[C@@H](CO)CC)=O)C ((3S,5R,6S)-3-Allyl-5-(3-chlorophenyl)-6-(4-chlorophenyl)-1-((R)-1-hydroxybutan-2-yl)-3-methylpiperidin-2-one), C1(=CC=CC=C1)S (benzenethiol), C[Si](C)(C)CS ((trimethylsilyl)methanethiol). The product is C(C=C)[C@@]1(C(N([C@@H]([C@H](C1)C1=CC(=CC=C1)Cl)C1=CC=C(C=C1)Cl)[C@H](CSC[Si](C)(C)C)CC)=O)C ((3S,5R,6S)-3-Allyl-5-(3-chlorophenyl)-6-(4-chlorophenyl)-3-methyl-1-((S)-1-(((trimethylsilyl)methyl)thio)butan-2-yl)piperidin-2-one). Reaction SMILES: [CH2:1]([C@@:4]1([CH3:30])[CH2:9][C@H:8]([C:10]2[CH:15]=[CH:14][CH:13]=[C:12]([Cl:16])[CH:11]=2)[C@@H:7]([C:17]2[CH:22]=[CH:21][C:20]([Cl:23])=[CH:19][CH:18]=2)[N:6]([C@H:24]([CH2:27][CH3:28])[CH2:25]O)[C:5]1=[O:29])[CH:2]=[CH2:3].C1(S)C=CC=CC=1.[CH3:38][Si:39]([CH2:42][SH:43])([CH3:41])[CH3:40]>>[CH2:1]([C@@:4]1([CH3:30])[CH2:9][C@H:8]([C:10]2[CH:15]=[CH:14][CH:13]=[C:12]([Cl:16])[CH:11]=2)[C@@H:7]([C:17]2[CH:22]=[CH:21][C:20]([Cl:23])=[CH:19][CH:18]=2)[N:6]([C@@H:24]([CH2:27][CH3:28])[CH2:25][S:43][CH2:42][Si:39]([CH3:41])([CH3:40])[CH3:38])[C:5]1=[O:29])[CH:2]=[CH2:3]. Procedure: The title compound was prepared from (3S,5R,6S)-3-allyl-5-(3-chlorophenyl)-6-(4-chlorophenyl)-1-((S)-1-hydroxybutan-2-yl)-3-methylpiperidin-2-one (Example 91, Step B) by a procedure similar to the one described in Example 300, Step A, replacing benzenethiol with the appropriate amount of (trimethylsilyl)methanethiol. Starting materials: C(C)OC(CCCOC1=C(C(=CC=C1)CCCCCCOC1=CC(=CC(=C1)S(=O)(=O)C(C)C)C1=CC2=C(OCO2)C=C1)CCC(=O)OCC)=O (4-[3-{6-[3-benzo[1,3]dioxol-5-yl-5-(propane-2-sulfonyl)-phenoxy]-hexyl}-2-(2-ethoxycarbonyl-ethyl)-phenoxy]-butyric acid ethyl ester), [OH-].[Na+] (sodium hydroxide). Product: O1COC2=C1C=CC(=C2)C=2C=C(OCCCCCCC=1C(=C(OCCCC(=O)O)C=CC1)CCC(=O)O)C=C(C2)S(=O)(=O)C(C)C (4-[3-[6-(3-benzo[1,3]dioxol-5-yl-5-(propane-2-sulfonyl)-phenoxy)-hexyl]-2-(2-carboxy-ethyl)-phenoxy]-butyric acid). The yield is 34.6%. RXN SMILES: C([O:3][C:4](=[O:50])[CH2:5][CH2:6][CH2:7][O:8][C:9]1[CH:14]=[CH:13][CH:12]=[C:11]([CH2:15][CH2:16][CH2:17][CH2:18][CH2:19][CH2:20][O:21][C:22]2[CH:27]=[C:26]([S:28]([CH:31]([CH3:33])[CH3:32])(=[O:30])=[O:29])[CH:25]=[C:24]([C:34]3[CH:42]=[CH:41][C:37]4[O:38][CH2:39][O:40][C:36]=4[CH:35]=3)[CH:23]=2)[C:10]=1[CH2:43][CH2:44][C:45]([O:47]CC)=[O:46])C.[OH-].[Na+]>>[O:38]1[C:37]2[CH:41]=[CH:42][C:34]([C:24]3[CH:23]=[C:22]([CH:27]=[C:26]([S:28]([CH:31]([CH3:33])[CH3:32])(=[O:29])=[O:30])[CH:25]=3)[O:21][CH2:20][CH2:19][CH2:18][CH2:17][CH2:16][CH2:15][C:11]3[C:10]([CH2:43][CH2:44][C:45]([OH:47])=[O:46])=[C:9]([CH:14]=[CH:13][CH:12]=3)[O:8][CH2:7][CH2:6][CH2:5][C:4]([OH:50])=[O:3])=[CH:35][C:36]=2[O:40][CH2:39]1 |f:1.2|. Reported procedure: A similar procedure as described in Example 40, step 8 was used, starting from 4-[3-{6-[3-benzo[1,3]dioxol-5-yl-5-(propane-2-sulfonyl)-phenoxy]-hexyl}-2-(2-ethoxycarbonyl-ethyl)-phenoxy]-butyric acid ethyl ester (135 mg, 0.19 mmol) and 1.0 N aqueous sodium hydroxide (1.9 mL) to afford 4-[3-[6-(3-benzo[1,3]dioxol-5-yl-5-(propane-2-sulfonyl)-phenoxy)-hexyl]-2-(2-carboxy-ethyl)-phenoxy]-butyric acid (43 mg, 34%) as a white sticky solid: ES(+)-HRMS m/e calcd for C35H42O10S (M+Na)+ 677.2391, found 67... Reactants: BrC1=C(C=CC(=C1)Cl)[C@H](C(F)(F)F)OC1=NC(=NC(=C1)Cl)N ((R)-4-(1-(2-bromo-4-chlorophenyl)-2,2,2-trifluoroethoxy)-6-chloropyrimidin-2-amine), C1N([C@@H](CC12CCNCC2)C(=O)OCC)C(=O)OCC2=CC=CC=C2 ((S)-2-benzyl 3-ethyl 2,8-diazaspiro[4.5]decane-2,3-dicarboxylate), C(=O)(O)[O-].[Na+] (NaHCO3), C(=O)(O)[O-].[Na+] (NaHCO3). The solvent is O1CCOCC1 (dioxane). Conditions: temperature 90 celsius, time 5 hour. Yields the product NC1=NC(=CC(=N1)N1CCC2(C[C@H](N(C2)C(=O)OCC2=CC=CC=C2)C(=O)OCC)CC1)O[C@@H](C(F)(F)F)C1=C(C=C(C=C1)Cl)Br ((S)-2-benzyl 3-ethyl 8-(2-amino-6-((R)-1-(2-bromo-4-chlorophenyl)-2,2,2-trifluoroethoxy)pyrimidin-4-yl)-2,8-diazaspiro[4.5]decane-2,3-dicarboxylate). Reaction SMILES: [Br:1][C:2]1[CH:7]=[C:6]([Cl:8])[CH:5]=[CH:4][C:3]=1[C@@H:9]([O:14][C:15]1[CH:20]=[C:19](Cl)[N:18]=[C:17]([NH2:22])[N:16]=1)[C:10]([F:13])([F:12])[F:11].[CH2:23]1[C:27]2([CH2:32][CH2:31][NH:30][CH2:29][CH2:28]2)[CH2:26][C@@H:25]([C:33]([O:35][CH2:36][CH3:37])=[O:34])[N:24]1[C:38]([O:40][CH2:41][C:42]1[CH:47]=[CH:46][CH:45]=[CH:44][CH:43]=1)=[O:39].C([O-])(O)=O.[Na+]>O1CCOCC1>[NH2:22][C:17]1[N:18]=[C:19]([N:30]2[CH2:29][CH2:28][C:27]3([CH2:23][N:24]([C:38]([O:40][CH2:41][C:42]4[CH:43]=[CH:44][CH:45]=[CH:46][CH:47]=4)=[O:39])[C@H:25]([C:33]([O:35][CH2:36][CH3:37])=[O:34])[CH2:26]3)[CH2:32][CH2:31]2)[CH:20]=[C:15]([O:14][C@H:9]([C:3]2[CH:4]=[CH:5][C:6]([Cl:8])=[CH:7][C:2]=2[Br:1])[C:10]([F:13])([F:12])[F:11])[N:16]=1 |f:2.3|. Reported procedure: To a solution of (R)-4-(1-(2-bromo-4-chlorophenyl)-2,2,2-trifluoroethoxy)-6-chloropyrimidin-2-amine (100 mg, 0.24 mmol, Step 1) in dioxane (5 mL) was added (S)-2-benzyl 3-ethyl 2,8-diazaspiro[4.5]decane-2,3-dicarboxylate (100 mg, 0.29 mmol), and NaHCO3 (300 mg, 3.5 mmol). After 5 h, an additional amount of NaHCO3 (300 mg, 3.5 mmol) was added and the reaction mixture was heated to 90° C. for 36 h. The reaction was then cooled to RT and filtered. Purification by normal phase silica gel column (EtO... The reactants are N1CCCC2=CC=CC=C12 (1,2,3,4-tetrahydroquinoline), C(O)([O-])=O.[Na+] (sodium hydrogencarbonate), ClC(Cl)(OC(OC(Cl)(Cl)Cl)=O)Cl (triphosgene), N1CCC(CC1)C1=CC=NC=C1 (4-(piperidin-4-yl)pyridine). Run in C(C)N(CC)CC (triethylamine), ClCCl (dichloromethane). Run at time 18 hour. Yields the product N1=CC=C(C=C1)C1CCN(CC1)C(=O)N1CCCC2=CC=CC=C12 (1-[(4-(pyridin-4-yl)piperidin-1-yl)carbonyl]-1,2,3,4-tetrahydroquinoline). The yield is 112.8%. As a reaction SMILES: [NH:1]1[C:10]2[C:5](=[CH:6][CH:7]=[CH:8][CH:9]=2)[CH2:4][CH2:3][CH2:2]1.ClC(Cl)(O[C:15](=[O:21])OC(Cl)(Cl)Cl)Cl.[NH:23]1[CH2:28][CH2:27][CH:26]([C:29]2[CH:34]=[CH:33][N:32]=[CH:31][CH:30]=2)[CH2:25][CH2:24]1.C(=O)([O-])O.[Na+]>C(N(CC)CC)C.ClCCl>[N:23]1[CH:24]=[CH:25][C:26]([CH:29]2[CH2:34][CH2:33][N:32]([C:15]([N:1]3[C:10]4[C:5](=[CH:6][CH:7]=[CH:8][CH:9]=4)[CH2:4][CH2:3][CH2:2]3)=[O:21])[CH2:31][CH2:30]2)=[CH:27][CH:28]=1 |f:3.4|. Reported procedure: 0.12 g of 1,2,3,4-tetrahydroquinoline, 9 ml of dichloromethane and 0.16 ml of triethylamine are placed in a 50 ml round-bottomed flask under nitrogen atmosphere. 0.09 g of triphosgene is added at 0° C. and then the reaction mixture is left stirring at ambient temperature for 18 h. 0.147 g of 4-(piperidin-4-yl)pyridine is subsequently added and the reaction mixture is stirred for 60 h and then refluxed for 12 h. 20 ml of a saturated aqueous sodium hydrogencarbonate solution are added and then the... Starting materials: C(C)(C)(C)C1=CC=C(C=C1)C#C (4-tert-butylphenyl ethyne), C(C)(C)(C)C1=CC=C(C=C1)C#C (4-tert-butylphenyl ethyne), C(C)OC(C1=CN=C(C=C1)Cl)=O (ethyl-6-chloronicotinate), C(C)OC(C1=CN=C(C=C1)Cl)=O (ethyl-6-chloronicotinate), cuprous iodide. The reagents and catalysts are C1=CC=C(C=C1)P(C2=CC=CC=C2)C3=CC=CC=C3.C1=CC=C(C=C1)P(C2=CC=CC=C2)C3=CC=CC=C3.Cl[Pd]Cl (bis(triphenylphosphine)palladium (II) chloride). Run in C(C)N(CC)CC (triethylamine). Reaction conditions: time 40 hour. Product: C(C)OC(C1=CN=C(C=C1)C#CC1=CC=C(C=C1)C(C)(C)C)=O (Ethyl-6-(4-tert-butylphenylethynyl)nicotinate). RXN SMILES: [C:1]([C:5]1[CH:10]=[CH:9][C:8]([C:11]#[CH:12])=[CH:7][CH:6]=1)([CH3:4])([CH3:3])[CH3:2].[CH2:13]([O:15][C:16](=[O:24])[C:17]1[CH:22]=[CH:21][C:20](Cl)=[N:19][CH:18]=1)[CH3:14]>C1C=CC(P(C2C=CC=CC=2)C2C=CC=CC=2)=CC=1.C1C=CC(P(C2C=CC=CC=2)C2C=CC=CC=2)=CC=1.Cl[Pd]Cl.C(N(CC)CC)C>[CH2:13]([O:15][C:16](=[O:24])[C:17]1[CH:22]=[CH:21][C:20]([C:12]#[C:11][C:8]2[CH:7]=[CH:6][C:5]([C:1]([CH3:4])([CH3:3])[CH3:2])=[CH:10][CH:9]=2)=[N:19][CH:18]=1)[CH3:14] |f:2.3.4|. Procedure: A mixture of 477.7 mg (3.02 mmol) of 4-tert-butylphenylethyne (Compound 19), 556.5 mg (3.01 mmol) of ethyl-6-chloronicotinate (Compound 54), 27.8 mg (0.15 mmol) of cuprous iodide, 58.7 mg (0.08 mmol) of bis(triphenylphosphine)palladium (II) chloride and 2 ml of triethylamine was degassed under nitrogen and then stirred under nitrogen at room temperature for 40 hours. The mixture was then heated at 65 degrees C. for 12 hours, cooled to room temperature and the excess triethylamine removed under v... Starting materials: SCCC(=O)N1[C@H](CCC1)C(=O)O (1-(3-mercapto-propionyl)-(R)-pyrrolidine-2-carboxylic acid). The solvent is ClCCl (dichloromethane). Product: C(=O)(O)[C@@H]1N(CCC1)C(CCSSCCC(=O)N1[C@H](CCC1)C(=O)O)=O ((R)-1-[3-[3-[(R)-2-carboxy-pyrrolidin-1-yl]-3-oxo-propyldisulfanyl]-propionyl]-pyrrolidine-2-carboxylic acid). Isolated yield 8.7%. RXN SMILES: [SH:1][CH2:2][CH2:3][C:4]([N:6]1[CH2:10][CH2:9][CH2:8][C@@H:7]1[C:11]([OH:13])=[O:12])=[O:5]>ClCCl>[C:11]([C@H:7]1[CH2:8][CH2:9][CH2:10][N:6]1[C:4](=[O:5])[CH2:3][CH2:2][S:1][S:1][CH2:2][CH2:3][C:4]([N:6]1[CH2:10][CH2:9][CH2:8][C@@H:7]1[C:11]([OH:13])=[O:12])=[O:5])([OH:13])=[O:12]. Reported procedure: 0.9 g (4 mmol) 1-(3-mercapto-propionyl)-(R)-pyrrolidine-2-carboxylic acid (raw material) were dissolved in dichloromethane and extracted with 50 ml of an saturated aqueous solution of CuSO4. The aqueous phase was extracted twice with dichloromethane, the combined organic phases filtered, dried with magnesiumsulfate and evaporated. Chromatography with dichloromethane/acetone/formic acid 80/20/1 gave 70 mg (R)-1-[3-[3-[(R)-2-carboxy-pyrrolidin-1-yl]-3-oxo-propyldisulfanyl]-propionyl]-pyrrolidine-2... Starting materials: CCC(O)(c1ccccc1)c1ccccc1C, CC(C)O, O, O=S(=O)(O)O. The product is CC=C(c1ccccc1)c1ccccc1C. RXN SMILES: [CH3:1][c:2]1[c:3]([C:8]([CH2:9][CH3:10])([OH:11])[c:12]2[cH:13][cH:14][cH:15][cH:16][cH:17]2)[cH:4][cH:5][cH:6][cH:7]1.[CH:18]([OH:19])([CH3:20])[CH3:21].[OH2:27].[S:22](=[O:23])(=[O:24])([OH:25])[OH:26]>>[CH3:1][c:2]1[c:3]([C:8](=[CH:9][CH3:10])[c:12]2[cH:13][cH:14][cH:15][cH:16][cH:17]2)[cH:4][cH:5][cH:6][cH:7]1.